From a dataset of the Open Reaction Database (ORD), a public repository of structured organic reaction records. describe an organic reaction: reactants, conditions, products, and yield The reactants are ICC1=C(N2C([C@H]([C@H]2SC1)NC(CC1=C(C=CC(=C1)Cl)Cl)=S)=O)C(=O)[O-] ((6R)-trans-3-Iodomethyl-7-[(2,5-dichlorophenyl)thioacetamido]-8-oxo-5-thia-1-azabicyclo[4.2.0]oct-2-ene-2-carboxylate), diphenylmethyl ester, SC1=CC=NC=C1 (4-mercaptopyridine), N1=C(C=CC=C1C)C (2,6-lutidine), CCOCC (Et2O). Solvent: C1CCOC1 (THF), C(C)(=O)OCC (ethyl acetate), C1CCOC1 (THF). Run at temperature 0 celsius, time 0.5 hour. Product: N1=CC=C(C=C1)SCOC(=O)C=1N2C(C(C2SCC1)NC(CC1=C(C=CC(=C1)Cl)Cl)=S)=O ((4-pyridylthiomethyl]-7-[(2,5-dichlorophenyl)-thioacetamido]-8-oxo-5-thia-1-azabicyclo[4.2.0]oct-2-ene-2-carboxylate), diphenylmethyl ester. Isolated yield 49.0%. As a reaction SMILES: IC[C:3]1[CH2:10][S:9][C@H:8]2[N:5]([C:6](=[O:23])[C@H:7]2[NH:11][C:12](=[S:22])[CH2:13][C:14]2[CH:19]=[C:18]([Cl:20])[CH:17]=[CH:16][C:15]=2[Cl:21])[C:4]=1[C:24]([O-:26])=[O:25].[SH:27][C:28]1[CH:33]=[CH:32][N:31]=[CH:30][CH:29]=1.N1C(C)=CC=C[C:35]=1C.CCOCC>C1COCC1.C(OCC)(=O)C>[N:31]1[CH:32]=[CH:33][C:28]([S:27][CH2:35][O:26][C:24]([C:4]2[N:5]3[CH:8]([S:9][CH2:10][CH:3]=2)[CH:7]([NH:11][C:12](=[S:22])[CH2:13][C:14]2[CH:19]=[C:18]([Cl:20])[CH:17]=[CH:16][C:15]=2[Cl:21])[C:6]3=[O:23])=[O:25])=[CH:29][CH:30]=1. Procedure: (6R)-trans-3-Iodomethyl-7-[(2,5-dichlorophenyl)thioacetamido]-8-oxo-5-thia-1-azabicyclo[4.2.0]oct-2-ene-2-carboxylate, diphenylmethyl ester (3.00 g, 4.14 mmol) was dissolved in THF (50 mL) at 0° C. and treated with 4-mercaptopyridine (0.504 g, 4.54 mmol). A solution of 2,6-lutidine (0.576 g, 5.38 mmol) in THF (1 mL) was added next, and the reaction mixture was stirred at 0° C. for 0.5 h and then at 20° C. for 1 h. The mixture was diluted with ethyl acetate (500 mL) and the organic solution was w... Reactants: COc1ccc(-c2ccncc2)cc1, ClC(Cl)Cl, O=C(OO)c1cccc(Cl)c1. The product is COc1ccc(-c2cc[n+]([O-])cc2)cc1. RXN SMILES: [CH3:1][O:2][c:3]1[cH:4][cH:5][c:6](-[c:9]2[cH:10][cH:11][n:12][cH:13][cH:14]2)[cH:7][cH:8]1.[CH:26]([Cl:27])([Cl:28])[Cl:29].[Cl:15][c:16]1[cH:17][cH:18][cH:19][c:20]([C:21]([O:22][OH:24])=[O:23])[cH:25]1>>[CH3:1][O:2][c:3]1[cH:4][cH:5][c:6](-[c:9]2[cH:10][cH:11][n+:12]([O-:23])[cH:13][cH:14]2)[cH:7][cH:8]1.